Dataset: the Open Reaction Database (ORD), a public repository of structured organic reaction records. Task: describe an organic reaction: reactants, conditions, products, and yield Starting materials: OCCCCCCOC1=CC=C(C(=O)O)C=C1 (4-(6-hydroxyhexyloxy)benzoic acid), C(C=C)(=O)O (acrylic acid), S(O)(O)(=O)=O (sulfuric acid), C1(O)=CC=C(O)C=C1 (hydroquinone). Solvent: C1=CC=CC=C1 (benzene). Product: C(C=C)(=O)OCCCCCCOC1=CC=C(C(=O)O)C=C1 (4-(6-acryloyloxyhexyloxy)benzoic acid). Isolated yield 54.3%. As a reaction SMILES: [OH:1][CH2:2][CH2:3][CH2:4][CH2:5][CH2:6][CH2:7][O:8][C:9]1[CH:17]=[CH:16][C:12]([C:13]([OH:15])=[O:14])=[CH:11][CH:10]=1.[C:18](O)(=[O:21])[CH:19]=[CH2:20].S(=O)(=O)(O)O.C1(C=CC(O)=CC=1)O>C1C=CC=CC=1>[C:18]([O:1][CH2:2][CH2:3][CH2:4][CH2:5][CH2:6][CH2:7][O:8][C:9]1[CH:10]=[CH:11][C:12]([C:13]([OH:15])=[O:14])=[CH:16][CH:17]=1)(=[O:21])[CH:19]=[CH2:20]. Procedure details: 4.8 g of 4-(6-hydroxyhexyloxy)benzoic acid and 5.8 g of acrylic acid were heat-refluxed for 40 hours together with 1 ml of sulfuric acid in the presence of hydroquinone in benzene, followed by distilling-off of the solvent and recrystallization to obtain 3.2 g of the product. (Yield: 55 %) The reactants are N(=[N+]=[N-])C[C@@H](CN1C(=CC2=CC(=CC=C12)NC(=O)C1(CC1)C1=CC2=C(OC(O2)(F)F)C=C1)C(C)(C)C)O ((R)—N-(1-(3-azido-2-hydroxypropyl)-2-tert-butyl-1H-indol-5-yl)-1-(2,2-difluorobenzo[d][1,3]dioxol-5-yl)cyclopropanecarboxamide). The reagents and catalysts are [Pd] (Pd/C). The solvent is CO (MeOH). Conditions: time 18 hour. Product: NC[C@@H](CN1C(=CC2=CC(=CC=C12)NC(=O)C1(CC1)C1=CC2=C(OC(O2)(F)F)C=C1)C(C)(C)C)O ((S)—N-(1-(3-amino-2-hydroxypropyl)-2-tert-butyl-1H-indol-5-yl)-1-(2,2-difluoro-benzo[d][1,3]-dioxol-5-yl)cyclopropane-carboxamide). The yield is 70.5%. Reaction SMILES: [N:1]([CH2:4][C@H:5]([OH:37])[CH2:6][N:7]1[C:15]2[C:10](=[CH:11][C:12]([NH:16][C:17]([C:19]3([C:22]4[CH:32]=[CH:31][C:25]5[O:26][C:27]([F:30])([F:29])[O:28][C:24]=5[CH:23]=4)[CH2:21][CH2:20]3)=[O:18])=[CH:13][CH:14]=2)[CH:9]=[C:8]1[C:33]([CH3:36])([CH3:35])[CH3:34])=[N+]=[N-]>CO.[Pd]>[NH2:1][CH2:4][C@H:5]([OH:37])[CH2:6][N:7]1[C:15]2[C:10](=[CH:11][C:12]([NH:16][C:17]([C:19]3([C:22]4[CH:32]=[CH:31][C:25]5[O:26][C:27]([F:30])([F:29])[O:28][C:24]=5[CH:23]=4)[CH2:21][CH2:20]3)=[O:18])=[CH:13][CH:14]=2)[CH:9]=[C:8]1[C:33]([CH3:35])([CH3:34])[CH3:36]. Procedure details: To a stirred solution (R)—N-(1-(3-azido-2-hydroxypropyl)-2-tert-butyl-1H-indol-5-yl)-1-(2,2-difluorobenzo[d][1,3]dioxol-5-yl)cyclopropanecarboxamide (2.4 g, 4.0 mmol) in MeOH (25 mL) was added 5% Pd/C (2.4 g) under a Hydrogen gas filled balloon. After 18 h, the reaction mixture was filtered through celite and rinsed with 300 mL ethyl acetate. The organic layer was washed with 1 N HCl and evaporated to give (S)—N-(1-(3-amino-2-hydroxypropyl)-2-tert-butyl-1H-indol-5-yl)-1-(2,2-difluoro-benzo[d][1,...